Task: describe an organic reaction: reactants, conditions, products, and yield. Dataset: the Open Reaction Database (ORD), a public repository of structured organic reaction records Starting materials: C1CCOC1, COc1ccc(S(=O)(=O)n2cc(C=CC(=O)O)c3cc(OC)ccc32)cc1, CCOCC, CS(C)=O. The product is COc1ccc(S(=O)(=O)n2cc(CCC(=O)O)c3cc(OC)ccc32)cc1. As a reaction SMILES: [CH2:37]1[O:38][CH2:39][CH2:40][CH2:41]1.[CH3:1][O:2][c:3]1[cH:4][cH:5][c:6]([S:9](=[O:10])(=[O:11])[n:12]2[cH:13][c:14]([CH:23]=[CH:24][C:25](=[O:26])[OH:27])[c:15]3[cH:16][c:17]([O:21][CH3:22])[cH:18][cH:19][c:20]23)[cH:7][cH:8]1.[CH3:28][CH2:29][O:30][CH2:31][CH3:32].[CH3:33][S:34]([CH3:35])=[O:36]>>[CH3:1][O:2][c:3]1[cH:4][cH:5][c:6]([S:9](=[O:10])(=[O:11])[n:12]2[cH:13][c:14]([CH2:23][CH2:24][C:25](=[O:26])[OH:27])[c:15]3[cH:16][c:17]([O:21][CH3:22])[cH:18][cH:19][c:20]23)[cH:7][cH:8]1. Reactants: substituted benzylamine, C(=O)([O-])[O-].[Na+].[Na+] (Na2CO3), FC1(C[C@@H](NC1)C(=O)N[C@@H](C)C1=CC=C(C(=O)OC)C=C1)F (methyl 4-((S)-1-((R)-4,4-difluoropyrrolidine-2-carboxamido)ethyl)benzoate), FC(C1=CC=C(CBr)C=C1)(F)F (4-(Trifluoromethyl)benzyl bromide). Yields the product FC1(C[C@@H](N(C1)CC1=CC=C(C=C1)C(F)(F)F)C(=O)N[C@@H](C)C1=CC=C(C(=O)OC)C=C1)F (methyl 4-((S)-1-((R)-4,4-difluoro-1-(4-(trifluoromethyl)benzyl)pyrrolidine-2-carboxamido)ethyl)benzoate). The yield is 36.5%. RXN SMILES: [F:1][C:2]1([F:22])[CH2:6][NH:5][C@@H:4]([C:7]([NH:9][C@H:10]([C:12]2[CH:21]=[CH:20][C:15]([C:16]([O:18][CH3:19])=[O:17])=[CH:14][CH:13]=2)[CH3:11])=[O:8])[CH2:3]1.[F:23][C:24]([F:34])([F:33])[C:25]1[CH:32]=[CH:31][C:28]([CH2:29]Br)=[CH:27][CH:26]=1.C([O-])([O-])=O.[Na+].[Na+]>>[F:22][C:2]1([F:1])[CH2:6][N:5]([CH2:29][C:28]2[CH:27]=[CH:26][C:25]([C:24]([F:23])([F:33])[F:34])=[CH:32][CH:31]=2)[C@@H:4]([C:7]([NH:9][C@H:10]([C:12]2[CH:21]=[CH:20][C:15]([C:16]([O:18][CH3:19])=[O:17])=[CH:14][CH:13]=2)[CH3:11])=[O:8])[CH2:3]1 |f:2.3.4|. Procedure: The title compound (D166) (16.5 mg) was prepared according to the general procedure for substituted benzylamine preparation starting from methyl 4-((S)-1-((R)-4,4-difluoropyrrolidine-2-carboxamido)ethyl)benzoate (D165) (30 mg) and 4-(Trifluoromethyl)benzyl bromide (33 mg). (Na2CO3: 2.5 eq; reaction time: 18 hrs; 68° C.) Reactants: CC1(OCC(CO1)C1=CC=C(OCC=2N=C(SC2)C2CCN(CC2)C2=NC=CC=N2)C=C1)C (4-((4-(2,2-dimethyl-1,3-dioxan-5-yl)phenoxy)methyl)-2-(1-(pyrimidin-2-yl)piperidin-4-yl)thiazole). Solvent: CC(=O)C (acetone), Cl (HCl). Conditions: temperature 27 celsius, time 12 hour. The product is N1=C(N=CC=C1)N1CCC(CC1)C=1SC=C(N1)COC1=CC=C(C=C1)C(CO)CO (2-(4-((2-(1-(pyrimidin-2-yl)piperidin-4-yl)thiazol-4-yl)methoxy)phenyl)propane-1,3-diol). Yield: 117.2%. Reaction SMILES: CC1(C)[O:7][CH2:6][CH:5]([C:8]2[CH:32]=[CH:31][C:11]([O:12][CH2:13][C:14]3[N:15]=[C:16]([CH:19]4[CH2:24][CH2:23][N:22]([C:25]5[N:30]=[CH:29][CH:28]=[CH:27][N:26]=5)[CH2:21][CH2:20]4)[S:17][CH:18]=3)=[CH:10][CH:9]=2)[CH2:4][O:3]1>CC(C)=O.Cl>[N:30]1[CH:29]=[CH:28][CH:27]=[N:26][C:25]=1[N:22]1[CH2:21][CH2:20][CH:19]([C:16]2[S:17][CH:18]=[C:14]([CH2:13][O:12][C:11]3[CH:10]=[CH:9][C:8]([CH:5]([CH2:6][OH:7])[CH2:4][OH:3])=[CH:32][CH:31]=3)[N:15]=2)[CH2:24][CH2:23]1. Procedure: To a solution of 4-((4-(2,2-dimethyl-1,3-dioxan-5-yl)phenoxy)methyl)-2-(1-(pyrimidin-2-yl)piperidin-4-yl)thiazole (500 mg, 0.0010 moles) in acetone (20 ml), conc. HCl (2 ml) was added portion-wise and the reaction mixture was stirred for 12 hours at 27° C. The reaction mixture was concentrated and the residue was dissolved in ethyl acetate. The organic layer was successively washed with water & brine, dried over sodium sulfate and evaporated under reduced pressure to yield 500 mg product as whit... Reactants: C(C)(=O)OCC (ethyl acetate), C(C)SC1=NN=C(N1CC1=CC=C(C=C1)[N+](=O)[O-])C1=CC=CC=C1 (3-ethylthio-4-(4-nitrobenzyl)-5-phenyl-4H-1,2,4triazole), stannous chloride. Run in CCOCC (ether). The product is NC1=CC=C(CN2C(=NN=C2C2=CC=CC=C2)SCC)C=C1 (4-(4-Aminobenzyl)-3-ethylthio-5-phenyl-4H-1,2,4-triazole). Isolated yield 82.0%. Reaction SMILES: [CH2:1]([S:3][C:4]1[N:8]([CH2:9][C:10]2[CH:15]=[CH:14][C:13]([N+:16]([O-])=O)=[CH:12][CH:11]=2)[C:7]([C:19]2[CH:24]=[CH:23][CH:22]=[CH:21][CH:20]=2)=[N:6][N:5]=1)[CH3:2].C(OCC)(=O)C>CCOCC>[NH2:16][C:13]1[CH:14]=[CH:15][C:10]([CH2:9][N:8]2[C:7]([C:19]3[CH:24]=[CH:23][CH:22]=[CH:21][CH:20]=3)=[N:6][N:5]=[C:4]2[S:3][CH2:1][CH3:2])=[CH:11][CH:12]=1. Procedure: Following the procedure of Example, 1, Part E, 3-ethylthio-4-(4-nitrobenzyl)-5-phenyl-4H-1,2,4triazole was reduced with stannous chloride to give (after multiple extractions with ethyl acetate in addition to ether) an 82% yield of the amine as a solid, mp 126.5°-127° C., homogeneous by TLC in 9:1 CH2Cl2 --MeOH, mass spectrum (FAB) m/e 311 (M+1)+. Reactants: C(C1=CC=CC=C1)OC1=CC=C(C=C1)C1=NC(=NO1)C1=CC=C(C=C1)OC (5-(4-(Benzyloxy)phenyl)-3-(4-methoxyphenyl)-1,2,4-oxadiazole). Reagents/catalysts: [Pd] (Pd/C). The solvent is CO (methanol), C1CCOC1 (THF). Run at time 95 hour. Product: COC1=CC=C(C=C1)C1=NOC(=N1)C1=CC=C(C=C1)O (4-(3-(4-methoxyphenyl)-1,2,4-oxadiazol-5-yl)phenol). Yield: 8.0%. Reaction SMILES: C([O:8][C:9]1[CH:14]=[CH:13][C:12]([C:15]2[O:19][N:18]=[C:17]([C:20]3[CH:25]=[CH:24][C:23]([O:26][CH3:27])=[CH:22][CH:21]=3)[N:16]=2)=[CH:11][CH:10]=1)C1C=CC=CC=1>CO.C1COCC1.[Pd]>[CH3:27][O:26][C:23]1[CH:22]=[CH:21][C:20]([C:17]2[N:16]=[C:15]([C:12]3[CH:13]=[CH:14][C:9]([OH:8])=[CH:10][CH:11]=3)[O:19][N:18]=2)=[CH:25][CH:24]=1. Procedure details: 5-(4-(Benzyloxy)phenyl)-3-(4-methoxyphenyl)-1,2,4-oxadiazole (50 mg, 139 μmol) and 10% Pd/C (1 mg, 10 μmol) were suspended in methanol (3.0 mL) and THF (3.0 mL). The solution was stirred in a round bottom flask fitted with a condenser and septa and placed under H2 at 55° C. for 95 hours. The solution was filtered through Celite and the solvent was removed under reduced pressure and then purified by silica gel column chromatography (EtOAc/Hex 1:2) to give the product (3 mg, 9%) as a white solid. ... The reactants are C(CCC)C1(C(C2=CC=C(C=C2CC1)OC)=O)CC(C)=O (2-butyl-6-methoxy-2-(2-oxopropyl)-3,4-dihydro-1(2H)-naphthalenone), [OH-].[K+] (KOH). Solvent: O (water), CCO (EtOH), CCO (EtOH). Product: C(CCC)C12C(C3=CC=C(C=C3CC1)OC)=CC(C2)=O (3a-butyl-7-methoxy-3,3a,4,5-tetrahydro-2H-cyclopenta[a]naphthalen-2-one). RXN SMILES: [CH2:1]([C:5]1([CH2:18][C:19](=[O:21])[CH3:20])[CH2:14][CH2:13][C:12]2[C:7](=[CH:8][CH:9]=[C:10]([O:15][CH3:16])[CH:11]=2)[C:6]1=O)[CH2:2][CH2:3][CH3:4].[OH-].[K+]>CCO.O>[CH2:1]([C:5]12[CH2:18][C:19](=[O:21])[CH:20]=[C:6]1[C:7]1[C:12]([CH2:13][CH2:14]2)=[CH:11][C:10]([O:15][CH3:16])=[CH:9][CH:8]=1)[CH2:2][CH2:3][CH3:4] |f:1.2|. Reported procedure: A solution of crude 2-butyl-6-methoxy-2-(2-oxopropyl)-3,4-dihydro-1(2H)-naphthalenone (888 mg, ˜3 mmol) in EtOH (15 mL) was treated with freshly prepared 2N KOH in EtOH (1.5 mL, 3 mmol). The resulting solution was placed under a N2 atmosphere and heated at reflux for 17 hours. After cooling, the mixture was diluted with water (100 mL) and extracted with EtOAc (3×100 mL). The extracts were washed with brine, dried over MgSO4, filtered, and concentrated under vacuum. The residue was purified by Bi... Starting materials: O=C(O)CCCCCCBr, Cc1ccccc1, c1ccc(P(c2ccccc2)c2ccccc2)cc1. The product is [Br-], O=C(O)CCCCCCC[P+](c1ccccc1)(c1ccccc1)c1ccccc1. Reaction SMILES: [Br:1][CH2:2][CH2:3][CH2:4][CH2:5][CH2:6][CH2:7][C:8](=[O:9])[OH:10].[CH3:30][c:31]1[cH:32][cH:33][cH:34][cH:35][cH:36]1.[c:11]1([P:17]([c:18]2[cH:19][cH:20][cH:21][cH:22][cH:23]2)[c:24]2[cH:25][cH:26][cH:27][cH:28][cH:29]2)[cH:12][cH:13][cH:14][cH:15][cH:16]1>>[Br-:1].[CH2:2]([CH2:3][CH2:4][CH2:5][CH2:6][CH2:7][C:8](=[O:9])[OH:10])[CH2:30][P+:17]([c:11]1[cH:12][cH:13][cH:14][cH:15][cH:16]1)([c:18]1[cH:19][cH:20][cH:21][cH:22][cH:23]1)[c:24]1[cH:25][cH:26][cH:27][cH:28][cH:29]1.